From a dataset of the Open Reaction Database (ORD), a public repository of structured organic reaction records. describe an organic reaction: reactants, conditions, products, and yield Reactants: [Mn](=O)(=O)(=O)[O-].[K+] (potassium permanganate), S(=O)(=O)(O[O-])[O-].[K+].[K+] (potassium peroxymonosulfate), ClC=1C=C(C=CC1SC)[C@H](C(=O)O)CC1CC(C1)=O (2(R)-(3-chloro-4-methylsulfanyl-phenyl)-3-(3-oxo-cyclobutyl)-propionic acid), CC(=O)C (acetone). Reaction SMILES: [Cl:1][C:2]1[CH:3]=[C:4]([C@@H:10]([CH2:14][CH:15]2[CH2:18][C:17](=[O:19])[CH2:16]2)[C:11]([OH:13])=[O:12])[CH:5]=[CH:6][C:7]=1SC.[S:20]([O-:25])(O[O-])(=O)=[O:21].[K+].[K+].[Mn]([O-])(=O)(=O)=O.[K+].[CH3:34]C(C)=O>O.CO>[Cl:1][C:2]1[CH:3]=[C:4]([C@@H:10]([CH2:14][CH:15]2[CH2:16][C:17](=[O:19])[CH2:18]2)[C:11]([OH:13])=[O:12])[CH:5]=[CH:6][C:7]=1[S:20]([CH3:34])(=[O:25])=[O:21] |f:1.2.3,4.5|. Solvent: O (water), O (water), CO (methanol). Isolated yield 21.0%. Run at temperature 0 celsius, time 20 minute. Reported procedure: To the solution of 2(R)-(3-chloro-4-methylsulfanyl-phenyl)-3-(3-oxo-cyclobutyl)-propionic acid (0.56 g, 1.88 mmol) dissolved in acetone (15 ml) and cooled to 0° C. in an ice bath was added potassium peroxymonosulfate (Oxone R, 2.3 g, 3.76 mmol) in water (6 ml). The ice bath was removed and the reaction stirred at 25° C. for 20 min. After such a time, it was filtered and washed with acetone and then concentrated in vacuo to remove acetone. The residue was dissolved in ethyl acetate, washed with w... Yields the product ClC=1C=C(C=CC1S(=O)(=O)C)[C@H](C(=O)O)CC1CC(C1)=O (2(R)-(3-chloro-4-methanesulfonyl-phenyl)-3-(3-oxo-cyclobutyl)-propionic acid).